The task is: describe an organic reaction: reactants, conditions, products, and yield. This data is from the Open Reaction Database (ORD), a public repository of structured organic reaction records. Reactants: COC=1C=C(C=O)C=C(C1OC)OC (3,4,5-trimethoxy benzaldehyde), S(O)(O)(=O)=O (sulphuric acid). Product: COC=1C=C(C=O)C=C(C1O)OC (3,5-Dimethoxy-4-hydroxy benzaldehyde). As a reaction SMILES: [CH3:1][O:2][C:3]1[CH:4]=[C:5]([CH:8]=[C:9]([O:13][CH3:14])[C:10]=1[O:11]C)[CH:6]=[O:7].S(=O)(=O)(O)O>>[CH3:14][O:13][C:9]1[CH:8]=[C:5]([CH:4]=[C:3]([O:2][CH3:1])[C:10]=1[OH:11])[CH:6]=[O:7]. Procedure: Monodemethylation of 3,4,5-trimethoxy benzaldehyde using sulphuric acid at 40° C. for 8 hours yields 3,5-Dimethoxy-4-hydroxy benzaldehyde (Syringaldehyde). Condensation of syringaldehyde with ethyl cyanoacetate in the presence of piperidine—acetic acid and benzene as the reaction medium at reflux temperature under continuous azeotropic water removal yields the title product. The reaction takes about 1.5 hours for completion. The yield obtained is typically 95%.